From a dataset of the Open Reaction Database (ORD), a public repository of structured organic reaction records. describe an organic reaction: reactants, conditions, products, and yield Reactants: C(C(C)C)P(CCCN)CC(C)C (3-diisobutylphosphino-propylamine), C(C1=CC=CC=C1)=O (benzaldehyde). The solvent is C(C)O (ethanol). Product: C(C1=CC=CC=C1)=NCCCP(CC(C)C)CC(C)C (N-benzylidene-N-[3-(diisobutylphosphino)propyl]amine). Isolated yield 98.0%. Reaction SMILES: [CH2:1]([P:5]([CH2:10][CH:11]([CH3:13])[CH3:12])[CH2:6][CH2:7][CH2:8][NH2:9])[CH:2]([CH3:4])[CH3:3].[CH:14](=O)[C:15]1[CH:20]=[CH:19][CH:18]=[CH:17][CH:16]=1>C(O)C>[CH:14](=[N:9][CH2:8][CH2:7][CH2:6][P:5]([CH2:10][CH:11]([CH3:13])[CH3:12])[CH2:1][CH:2]([CH3:3])[CH3:4])[C:15]1[CH:20]=[CH:19][CH:18]=[CH:17][CH:16]=1. Procedure: Under argon, a solution of 3-diisobutylphosphino-propylamine (428.5 mg, 2.11 mmol) and benzaldehyde (226.9 mg, 2.14 mmol) in ethanol (15 mL) was heated at 65° C. (oil bath) for 4 h. Then, the solvent was removed in-vacuo to give the desired product (>98% by 1H-NMR) as a colourless liquid (614.1 mg, 2.1 mmol, quantitative). Reactants: CN(C)C=O (DMF), OO (H2O2), CCOCC (ether), N([C@@H](CC1=CC=C(C=C1)O)C(=O)N[C@H](CCSC)C(=O)NCC(=O)N[C@@H](CC1=CC=CC=C1)C(=O)NNC(=O)N)C(=O)OC(C)(C)C (BOC-Tyr-(D)-Met-Gly-Phe-NHNHCONH2). Solvent: C(C)(=O)O (acetic acid). Reaction conditions: time 10 minute. The product is N([C@@H](CC1=CC=C(C=C1)O)C(=O)N[C@H](CCS(=O)C)C(=O)NCC(=O)N[C@@H](CC1=CC=CC=C1)C(=O)NNC(=O)N)C(=O)OC(C)(C)C (BOC-Tyr-(D)-Met(O)-Gly-Phe-NHNHCONH2). Reaction SMILES: [NH:1]([C:41]([O:43][C:44]([CH3:47])([CH3:46])[CH3:45])=[O:42])[C@H:2]([C:11]([NH:13][C@@H:14]([C:19]([NH:21][CH2:22][C:23]([NH:25][C@H:26]([C:34]([NH:36][NH:37][C:38]([NH2:40])=[O:39])=[O:35])[CH2:27][C:28]1[CH:33]=[CH:32][CH:31]=[CH:30][CH:29]=1)=[O:24])=[O:20])[CH2:15][CH2:16][S:17][CH3:18])=[O:12])[CH2:3][C:4]1[CH:9]=[CH:8][C:7]([OH:10])=[CH:6][CH:5]=1.OO.CC[O:52]CC.CN(C=O)C>C(O)(=O)C>[NH:1]([C:41]([O:43][C:44]([CH3:47])([CH3:46])[CH3:45])=[O:42])[C@H:2]([C:11]([NH:13][C@@H:14]([C:19]([NH:21][CH2:22][C:23]([NH:25][C@H:26]([C:34]([NH:36][NH:37][C:38]([NH2:40])=[O:39])=[O:35])[CH2:27][C:28]1[CH:29]=[CH:30][CH:31]=[CH:32][CH:33]=1)=[O:24])=[O:20])[CH2:15][CH2:16][S:17]([CH3:18])=[O:52])=[O:12])[CH2:3][C:4]1[CH:9]=[CH:8][C:7]([OH:10])=[CH:6][CH:5]=1. Reported procedure: In 5 ml of acetic acid is dissolved 900 mg of BOC-Tyr-(D)-Met-Gly-Phe-NHNHCONH2 followed by addition of 0.24 ml of 30% aqueous H2O2. The solution is stirred for 10 minutes, treated with 100 ml of ether and filtered to obtain a powder. Yield 760 mg; m.p. 114°-121° C.; [α]D21.5 -2.6° (c=0.89, DMF); Rf2 0.38. Reactants: CN(C)C=O, COC(=O)C(C)(C)CCCCS, CO, Clc1cc(-c2ccccc2)c2ccccc2n1, [H-], [Na+]. Yields the product COC(=O)C(C)(C)CCCCSc1cc(-c2ccccc2)c2ccccc2n1. As a reaction SMILES: [CH3:13][N:14]([CH3:15])[CH:16]=[O:17].[CH3:1][C:2]([C:3](=[O:4])[O:5][CH3:6])([CH2:7][CH2:8][CH2:9][CH2:10][SH:11])[CH3:12].[CH3:37][OH:38].[Cl:20][c:21]1[n:22][c:23]2[cH:24][cH:25][cH:26][cH:27][c:28]2[c:29](-[c:31]2[cH:32][cH:33][cH:34][cH:35][cH:36]2)[cH:30]1.[H-:18].[Na+:19]>>[CH3:1][C:2]([C:3](=[O:4])[O:5][CH3:6])([CH2:7][CH2:8][CH2:9][CH2:10][S:11][c:21]1[n:22][c:23]2[cH:24][cH:25][cH:26][cH:27][c:28]2[c:29](-[c:31]2[cH:32][cH:33][cH:34][cH:35][cH:36]2)[cH:30]1)[CH3:12]. The reactants are C(CC=1C(C(=O)O)=CC=CC1)(=O)O (homophthalic acid), C(C1=CC=CC=C1)N (benzylamine). Solvent: O (water). The product is C(C1=CC=CC=C1)N1C(C2=CC=CC=C2CC1=O)=O (2-Benzyl-4H-isoquinoline-1,3-dione), solid. RXN SMILES: [C:1]([OH:13])(=O)[CH2:2][C:3]1[C:4](=[CH:8][CH:9]=[CH:10][CH:11]=1)[C:5]([OH:7])=O.[CH2:14]([NH2:21])[C:15]1[CH:20]=[CH:19][CH:18]=[CH:17][CH:16]=1>O>[CH2:14]([N:21]1[C:1](=[O:13])[CH2:2][C:3]2[C:4](=[CH:8][CH:9]=[CH:10][CH:11]=2)[C:5]1=[O:7])[C:15]1[CH:20]=[CH:19][CH:18]=[CH:17][CH:16]=1. Reported procedure: A mixture consisting of homophthalic acid (25 g, 0.139 mol) and benzylamine (15.2 ml, 14.91 g, 0.139 mol) was heated at 165°-180° C. for two hours, producing a vigorous release of water vapor. Cooling afforded a hard green solid which was pulverized, triturated with diethyl ether, and isolated by filtration to afford the title compound as a light-green granular solid (29.4 g) used in the next step without further purification.